Task: describe an organic reaction: reactants, conditions, products, and yield. Dataset: the Open Reaction Database (ORD), a public repository of structured organic reaction records Reactants: C=CC=C (butadiene), C1(=CC=CC=C1)P(C1=CC=CC=C1)C1=CC=CC=C1 (triphenylphosphine), azine, [H][H] (hydrogen), diamine, C(CC)=O (propionaldehyde), O.NN (hydrazine hydrate), C(C)C1N=NC(CC=CCCC=CC1)CC (3,12-diethyl-1,2-diaza-1,5,9-cyclododecatriene). The reagents and catalysts are [Ni] (nickel), C/C(=C/C(=O)C)/[O-].C/C(=C/C(=O)C)/[O-].[Ni+2] (nickel acetylacetonate), [Rh] (rhodium). The solvent is C(C)(C)(C)O (tert. butanol). Yields the product CC/C=N/N=C/CC (Propionaldazine), [N-]=C=O (isocyanate). Yield: 90.0%. Reaction SMILES: [CH:1](=[O:4])CC.O.NN.C=CC=C.C1(P(C2C=CC=CC=2)C2C=CC=CC=2)C=CC=CC=1.[CH2:31]([CH:33]1CC=CCCC=[CH:38][CH2:37][CH:36](CC)[N:35]=[N:34]1)[CH3:32].[H][H]>C(O)(C)(C)C.[Rh].[Ni].C/C(/[O-])=C/C(C)=O.C/C(/[O-])=C/C(C)=O.[Ni+2]>[CH3:32][CH2:31]/[CH:33]=[N:34]/[N:35]=[CH:36]/[CH2:37][CH3:38].[N-:34]=[C:1]=[O:4] |f:1.2,10.11.12|. Procedure details: Propionaldazine is synthesized by the reaction of propionaldehyde with hydrazine hydrate by operating as in Example 1. The cyclooligomerization reaction is then carried out according to the conditions described in Example 1, by causing the azine to react with the butadiene in a ratio of 1/3 in the presence of nickel prepared by the reduction of nickel acetylacetonate (1 at.g. of Ni for 20 moles of azine) and of triphenylphosphine. In 100 ml of tert. butanol, 12.15 g of 3,12-diethyl-1,2-diaza-1,5...